From a dataset of the Open Reaction Database (ORD), a public repository of structured organic reaction records. describe an organic reaction: reactants, conditions, products, and yield The reactants are O1N=C(C=C1)OC(C(OC(NCCCCCCCCCCCCCCCCCC)=O)N)C (2-(3-Isoxazolyloxy)-1-octadecylcarbamoyloxypropylamine), ClCCCS(=O)(=O)NCC(CSCCCCCCCCCCCCCCCC)OC (3-(3-chloropropylsulfonylamino)-1-hexadecylthio-2-methoxypropane). Yields the product ClCCCS(=O)(=O)NCC(COC(NCCCCCCCCCCCCCCCCCC)=O)OC1=NOC=C1 (3-(3-chloropropylsulfonylamino)-2-(3-isoxazolyloxy)-1-octadecylcarbamoyloxypropane). As a reaction SMILES: [O:1]1[CH:5]=[CH:4][C:3]([O:6][CH:7]([CH3:32])[CH:8](N)[O:9][C:10](=[O:30])[NH:11][CH2:12][CH2:13][CH2:14][CH2:15][CH2:16][CH2:17][CH2:18][CH2:19][CH2:20][CH2:21][CH2:22][CH2:23][CH2:24][CH2:25][CH2:26][CH2:27][CH2:28][CH3:29])=[N:2]1.[Cl:33][CH2:34][CH2:35][CH2:36][S:37]([NH:40]CC(OC)CSCCCCCCCCCCCCCCCC)(=[O:39])=[O:38]>>[Cl:33][CH2:34][CH2:35][CH2:36][S:37]([NH:40][CH2:32][CH:7]([O:6][C:3]1[CH:4]=[CH:5][O:1][N:2]=1)[CH2:8][O:9][C:10](=[O:30])[NH:11][CH2:12][CH2:13][CH2:14][CH2:15][CH2:16][CH2:17][CH2:18][CH2:19][CH2:20][CH2:21][CH2:22][CH2:23][CH2:24][CH2:25][CH2:26][CH2:27][CH2:28][CH3:29])(=[O:39])=[O:38]. Procedure details: 2-(3-Isoxazolyloxy)-1-octadecylcarbamoyloxypropylamine IVj2 is allowed to react and worked up by the same procedure as described in (4). m.p. 63.5°-65° C. The summary of the experimental condition and the physical data of the product are listed in Table 7. The reactants are C(C1=CC=CC=C1)=C1CC2C3CCC=4C=C(C=CC4C3CCC2(C1=O)C)O (16-Benzylidene-3-hydroxy-13-methyl-6,7,8,9,11,12,13,14,15,16-decahydro-cyclopenta[a]phenanthren-17-one), [BH4-].[Na+] (sodium borohydride). The solvent is C(C)O (ethanol), C1CCOC1 (THF). Run at time 8 hour. The product is C(C1=CC=CC=C1)=C1CC2C3CCC=4C=C(C=CC4C3CCC2(C1O)C)O (16-Benzylidene-13-methyl-7,8,9,11,12,13,14,15,16,17-decahydro-6H-cyclopenta[a]phenanthrene-3,17-diol). As a reaction SMILES: [CH:1](=[C:8]1[C:24](=[O:25])[C:23]2([CH3:26])[CH:10]([CH:11]3[CH:20]([CH2:21][CH2:22]2)[C:19]2[CH:18]=[CH:17][C:16]([OH:27])=[CH:15][C:14]=2[CH2:13][CH2:12]3)[CH2:9]1)[C:2]1[CH:7]=[CH:6][CH:5]=[CH:4][CH:3]=1.[BH4-].[Na+]>C(O)C.C1COCC1>[CH:1](=[C:8]1[CH:24]([OH:25])[C:23]2([CH3:26])[CH:10]([CH:11]3[CH:20]([CH2:21][CH2:22]2)[C:19]2[CH:18]=[CH:17][C:16]([OH:27])=[CH:15][C:14]=2[CH2:13][CH2:12]3)[CH2:9]1)[C:2]1[CH:7]=[CH:6][CH:5]=[CH:4][CH:3]=1 |f:1.2|. Procedure details: 16-Benzylidene-3-hydroxy-13-methyl-6,7,8,9,11,12,13,14,15,16-decahydro-cyclopenta[a]phenanthren-17-one (179 mg, 0.50 mmol, CAB01122) was dissolved in ethanol (10 ml) and THF (10 ml). The resulting light yellow solution was cooled to 0° C. (ice bath) and sodium borohydride (100 mg, 2.64 mmol) was added. The reaction mixture was stirred overnight at room temperature, the solvents were removed under reduced pressure and the residue was dissolved in ethyl acetate (40 ml). The organic solution was wa... Starting materials: Pd (OH)2, C(C1=CC=CC=C1)OC1=C(C=C(C=C1)C(C)(C)C)C(C#N)(C)C (2-(2-(benzyloxy)-5-tert-butylphenyl)-2-methylpropanenitrile). The solvent is CO (MeOH). The product is C(C)(C)(C)C=1C=CC(=C(C1)C(C#N)(C)C)O (2-(5-tert-butyl-2-hydroxyphenyl)-2-methylpropanenitrile). RXN SMILES: C([O:8][C:9]1[CH:14]=[CH:13][C:12]([C:15]([CH3:18])([CH3:17])[CH3:16])=[CH:11][C:10]=1[C:19]([CH3:23])([CH3:22])[C:20]#[N:21])C1C=CC=CC=1>CO>[C:15]([C:12]1[CH:13]=[CH:14][C:9]([OH:8])=[C:10]([C:19]([CH3:23])([CH3:22])[C:20]#[N:21])[CH:11]=1)([CH3:18])([CH3:16])[CH3:17]. Reported procedure: Pd (OH)2/C (2.0 g) and compound 7 (20.0 g, 0.104 mol) were stirred in MeOH (150 mL) at room temperature under hydrogen at 10 psi pressure for 16-18 hours. The mixture was then filtered through a pad of Celite®, and the filtrate was concentrated to give compound 15, which was used in the next reaction without further purification. 1H NMR (DMSO-d6; 400 MHz) δ 9.83 (s), δ 7.24 (s), δ 7.18 (m), δ 6.80 (m), δ 1.71 (s), δ 1.24 (s). The reactants are Pd(OH)2—C, COC=1C=C(C=CC1\C=C\S(=O)(=O)N1CCC2(C(NC(=N2)C2CCC(CC2)C)=O)CC1)NC(C)=O (N-(3-methoxy-4-{(E)-2-[2-(4-methyl-cyclohexyl)-4-oxo-1,3,8-triaza-spiro[4.5]dec-1-ene-8-sulfonyl]-vinyl}-phenyl)-acetamide), [H][H] (hydrogen). Run in CO (methanol). Conditions: time 16 hour. The product is COC=1C=C(C=CC1CCS(=O)(=O)N1CCC2(C(NC(=N2)C2CCC(CC2)C)=O)CC1)NC(C)=O (N-(3-methoxy-4-{2-[2-(4-methyl-cyclohexyl)-4-oxo-1,3,8-triaza-spiro[4.5]dec-1-ene-8-sulfonyl]-ethyl}-phenyl)-acetamide). Yield: 64.2%. RXN SMILES: [CH3:1][O:2][C:3]1[CH:4]=[C:5]([NH:32][C:33](=[O:35])[CH3:34])[CH:6]=[CH:7][C:8]=1/[CH:9]=[CH:10]/[S:11]([N:14]1[CH2:31][CH2:30][C:17]2([N:21]=[C:20]([CH:22]3[CH2:27][CH2:26][CH:25]([CH3:28])[CH2:24][CH2:23]3)[NH:19][C:18]2=[O:29])[CH2:16][CH2:15]1)(=[O:13])=[O:12].[H][H]>CO>[CH3:1][O:2][C:3]1[CH:4]=[C:5]([NH:32][C:33](=[O:35])[CH3:34])[CH:6]=[CH:7][C:8]=1[CH2:9][CH2:10][S:11]([N:14]1[CH2:15][CH2:16][C:17]2([N:21]=[C:20]([CH:22]3[CH2:23][CH2:24][CH:25]([CH3:28])[CH2:26][CH2:27]3)[NH:19][C:18]2=[O:29])[CH2:30][CH2:31]1)(=[O:13])=[O:12]. Procedure: 20% Pd(OH)2—C (30 mg) was placed into a solution of N-(3-methoxy-4-{(E)-2-[2-(4-methyl-cyclohexyl)-4-oxo-1,3,8-triaza-spiro[4.5]dec-1-ene-8-sulfonyl]-vinyl}-phenyl)-acetamide (31 mg, 0.0617 mmol) in methanol (5 ml), and the atmosphere was replaced with hydrogen. The mixture was stirred at room temperature for 16 hours. The reaction mixture was filtered, and the filtrate was then concentrated under reduced pressure. The resulting residue was purified by silica gel column chromatography (dichlorom... Starting materials: Brc1ccc2c3c(cccc13)C(N1CCNCC1)=N2, O=C(Cl)c1ccccc1, ClC(Cl)Cl, [OH-], O. Yields the product O=C(c1ccccc1)N1CCN(C2=Nc3ccc(Br)c4cccc2c34)CC1. RXN SMILES: [Br:1][c:2]1[c:3]2[c:4]3[c:5]([cH:17][cH:18][cH:19]2)[C:6]([N:11]2[CH2:12][CH2:13][NH:14][CH2:15][CH2:16]2)=[N:7][c:8]3[cH:9][cH:10]1.[C:22]([c:23]1[cH:24][cH:25][cH:26][cH:27][cH:28]1)(=[O:29])[Cl:30].[CH:31]([Cl:32])([Cl:33])[Cl:34].[OH-:21].[OH2:20]>>[Br:1][c:2]1[c:3]2[c:4]3[c:5]([cH:17][cH:18][cH:19]2)[C:6]([N:11]2[CH2:12][CH2:13][N:14]([C:22]([c:23]4[cH:24][cH:25][cH:26][cH:27][cH:28]4)=[O:29])[CH2:15][CH2:16]2)=[N:7][c:8]3[cH:9][cH:10]1. The reactants are N1(CCCC1)CCOC1=CC=C(C(C2=CC=CC=C2)O)C=C1 (4-(2-pyrrolidinylethoxy)benzhydrol), N1C(=CC2=CC=CC=C12)C(=O)OCC (ethyl indole-2-carboxylate). The product is N1(CCCC1)CCOC1=CC=C(C(C2=CC=CC=C2)C2=C(NC3=CC=CC=C23)C(=O)OCC)C=C1 (Ethyl 3-[4-(2-pyrrolidinylethoxy)benzhydryl]-indole-2-carboxylate). RXN SMILES: [N:1]1([CH2:6][CH2:7][O:8][C:9]2[CH:22]=[CH:21][C:12]([CH:13](O)[C:14]3[CH:19]=[CH:18][CH:17]=[CH:16][CH:15]=3)=[CH:11][CH:10]=2)[CH2:5][CH2:4][CH2:3][CH2:2]1.[NH:23]1[C:31]2[C:26](=[CH:27][CH:28]=[CH:29][CH:30]=2)[CH:25]=[C:24]1[C:32]([O:34][CH2:35][CH3:36])=[O:33]>>[N:1]1([CH2:6][CH2:7][O:8][C:9]2[CH:22]=[CH:21][C:12]([CH:13]([C:25]3[C:26]4[C:31](=[CH:30][CH:29]=[CH:28][CH:27]=4)[NH:23][C:24]=3[C:32]([O:34][CH2:35][CH3:36])=[O:33])[C:14]3[CH:19]=[CH:18][CH:17]=[CH:16][CH:15]=3)=[CH:11][CH:10]=2)[CH2:5][CH2:4][CH2:3][CH2:2]1. Reported procedure: Substantially the same procedure as in Reference Example 5 was repeated using 4-(2-pyrrolidinylethoxy)benzhydrol (19.4 g, 65.1 mmol) and ethyl indole-2-carboxylate (13.55 g, 71.6 mmol) to give 31.2 g (quantitative) of the title compound.